This data is from the Open Reaction Database (ORD), a public repository of structured organic reaction records. The task is: describe an organic reaction: reactants, conditions, products, and yield The reactants are C(C)(C)(C)OC(=O)N([C@H](C(=O)N[C@H](C(=O)N1CC2=CC(=CC=C2C[C@H]1C(N[C@@H]1CCCC2=CC=CC=C12)=O)C(=O)O)C(C)(C)C)C)C ((S)-2-((S)-2-((S)-2-((tert-butoxycarbonyl)(methyl)amino)propanamido)-3,3-dimethylbutanoyl)-3-(((R)-1,2,3,4-tetrahydronaphthalen-1-yl)carbamoyl)-1,2,3,4-tetrahydroisoquinoline-7-carboxylic acid), C(C)(C)(C)OC(=O)N([C@H](C(=O)N[C@H](C(=O)N1[C@@H](C[C@@H](C1)C1=CC=C2C[C@H](N(CC2=C1)C([C@H](C(C)(C)C)NC([C@H](C)N(C)C(=O)OC(C)(C)C)=O)=O)C(N[C@@H]1CCCC2=CC=CC=C12)=O)C(=O)N[C@H](C(=O)OC)CC1=CC=CC=C1)C(C)(C)C)C)C ((S)-methyl 2-((2S,4R)-1-((S)-2-((S)-2-((tert-butoxycarbonyl)(methyl)amino)propanamido)-3,3-dimethylbutanoyl)-4-((S)-2-((S)-2-((S)-2-((tert-butoxycarbonyl)(methyl)amino)propanamido)-3,3-dimethylbutanoyl)-3-(((R)-1,2,3,4-tetrahydronaphthalen-1-yl)carbamoyl)-1,2,3,4-tetrahydroisoquinolin-7-yl)pyrrolidine-2-carboxamido)-3-phenylpropanoate). The product is C(C)(C)(C)OC(=O)N([C@H](C(=O)N[C@H](C(=O)N1[C@@H](C[C@@H](C1)C1=CC=C2C[C@H](N(CC2=C1)C([C@H](C(C)(C)C)NC([C@H](C)N(C)C(=O)OC(C)(C)C)=O)=O)C(N[C@@H]1CCCC2=CC=CC=C12)=O)C(=O)N[C@H](C(=O)O)CC1=CC=CC=C1)C(C)(C)C)C)C ((S)-2-((2S,4R)-1-((S)-2-((S)-2-((tert-Butoxycarbonyl)(methyl)amino)propanamido)-3,3-dimethylbutanoyl)-4-((S)-2-((S)-2-((S)-2-((tert-butoxycarbonyl)(methyl)amino)propanamido)-3,3-dimethylbutanoyl)-3-(((R)-1,2,3,4-tetrahydronaphthalen-1-yl)carbamoyl)-1,2,3,4-tetrahydroisoquinolin-7-yl)pyrrolidine-2-carboxamido)-3-phenylpropanoic acid). Yield: 96.2%. Reaction SMILES: C(OC(N(C)[C@@H](C)C(N[C@@H](C(C)(C)C)C(N1[C@H](C(=O)N[C@H]2C3C(=CC=CC=3)CCC2)CC2C(=CC(C(O)=O)=CC=2)C1)=O)=O)=O)(C)(C)C.[C:48]([O:52][C:53]([N:55]([CH3:132])[C@@H:56]([CH3:131])[C:57]([NH:59][C@@H:60]([C:127]([CH3:130])([CH3:129])[CH3:128])[C:61]([N:63]1[CH2:67][C@@H:66]([C:68]2[CH:77]=[C:76]3[C:71]([CH2:72][C@@H:73]([C:99](=[O:111])[NH:100][C@H:101]4[C:110]5[C:105](=[CH:106][CH:107]=[CH:108][CH:109]=5)[CH2:104][CH2:103][CH2:102]4)[N:74]([C:78](=[O:98])[C@@H:79]([NH:84][C:85](=[O:97])[C@@H:86]([N:88]([C:90]([O:92][C:93]([CH3:96])([CH3:95])[CH3:94])=[O:91])[CH3:89])[CH3:87])[C:80]([CH3:83])([CH3:82])[CH3:81])[CH2:75]3)=[CH:70][CH:69]=2)[CH2:65][C@H:64]1[C:112]([NH:114][C@@H:115]([CH2:120][C:121]1[CH:126]=[CH:125][CH:124]=[CH:123][CH:122]=1)[C:116]([O:118]C)=[O:117])=[O:113])=[O:62])=[O:58])=[O:54])([CH3:51])([CH3:50])[CH3:49]>>[C:48]([O:52][C:53]([N:55]([CH3:132])[C@@H:56]([CH3:131])[C:57]([NH:59][C@@H:60]([C:127]([CH3:130])([CH3:129])[CH3:128])[C:61]([N:63]1[CH2:67][C@@H:66]([C:68]2[CH:77]=[C:76]3[C:71]([CH2:72][C@@H:73]([C:99](=[O:111])[NH:100][C@H:101]4[C:110]5[C:105](=[CH:106][CH:107]=[CH:108][CH:109]=5)[CH2:104][CH2:103][CH2:102]4)[N:74]([C:78](=[O:98])[C@@H:79]([NH:84][C:85](=[O:97])[C@@H:86]([N:88]([C:90]([O:92][C:93]([CH3:94])([CH3:96])[CH3:95])=[O:91])[CH3:89])[CH3:87])[C:80]([CH3:82])([CH3:81])[CH3:83])[CH2:75]3)=[CH:70][CH:69]=2)[CH2:65][C@H:64]1[C:112]([NH:114][C@@H:115]([CH2:120][C:121]1[CH:126]=[CH:125][CH:124]=[CH:123][CH:122]=1)[C:116]([OH:118])=[O:117])=[O:113])=[O:62])=[O:58])=[O:54])([CH3:49])([CH3:50])[CH3:51]. Procedure details: Following a procedure analogous to that for the synthesis of Compound K of Example 1, (S)-methyl 2-((2S,4R)-1-((S)-2-((S)-2-((tert-butoxycarbonyl)(methyl)amino)propanamido)-3,3-dimethylbutanoyl)-4-((S)-2-((S)-2-((S)-2-((tert-butoxycarbonyl)(methyl)amino)propanamido)-3,3-dimethylbutanoyl)-3-(((R)-1,2,3,4-tetrahydronaphthalen-1-yl)carbamoyl)-1,2,3,4-tetrahydroisoquinolin-7-yl)pyrrolidine-2-carboxamido)-3-phenylpropanoate (310 mg, 0.26 mmol) was converted to the title compound (291 mg, 95%). MS (ES... The yield is 54.1%. Procedure: Following general procedure A-1, tert-butyl trans-4-[6-(6-cyanopyridin-3-yl)-3-isobutyrylquinolin-4-ylamino]cyclohexylcarbamate (47.7 mg, 0.093 mmol) was reacted with 6 N hydrochloric acid (3 mL) to afford the desired product (20.8 mg, 54%) as a light yellow solid: 1H NMR (500 MHz, CD3OD) δ 9.13-9.11 (m, 1H), 9.06 (s, 1H), 8.55 (d, J=1.8 Hz, 1H), 8.39 (dd, J=8.1, 2.3 Hz, 1H), 8.19 (dd, J=8.7, 1.9 Hz, 1H), 8.04 (d, J=3.8 Hz, 1H), 8.02 (d, J=4.4 Hz, 1H), 4.35-4.27 (m, 1H), 3.82-3.73 (m, 1H), 3.29-... Product: N[C@@H]1CC[C@H](CC1)NC1=C(C=NC2=CC=C(C=C12)C=1C=CC(=NC1)C#N)C(C(C)C)=O (5-{4-[trans-4-Aminocyclohexylamino]-3-isobutyrylquinolin-6-yl}picolinonitrile). Reactants: C(#N)C1=CC=C(C=N1)C=1C=C2C(=C(C=NC2=CC1)C(C(C)C)=O)N[C@@H]1CC[C@H](CC1)NC(OC(C)(C)C)=O (tert-butyl trans-4-[6-(6-cyanopyridin-3-yl)-3-isobutyrylquinolin-4-ylamino]cyclohexylcarbamate), Cl (hydrochloric acid). Reaction SMILES: [C:1]([C:3]1[N:8]=[CH:7][C:6]([C:9]2[CH:10]=[C:11]3[C:16](=[CH:17][CH:18]=2)[N:15]=[CH:14][C:13]([C:19](=[O:23])[CH:20]([CH3:22])[CH3:21])=[C:12]3[NH:24][C@H:25]2[CH2:30][CH2:29][C@H:28]([NH:31]C(=O)OC(C)(C)C)[CH2:27][CH2:26]2)=[CH:5][CH:4]=1)#[N:2].Cl>>[NH2:31][C@H:28]1[CH2:29][CH2:30][C@H:25]([NH:24][C:12]2[C:11]3[C:16](=[CH:17][CH:18]=[C:9]([C:6]4[CH:5]=[CH:4][C:3]([C:1]#[N:2])=[N:8][CH:7]=4)[CH:10]=3)[N:15]=[CH:14][C:13]=2[C:19](=[O:23])[CH:20]([CH3:21])[CH3:22])[CH2:26][CH2:27]1.